describe an organic reaction: reactants, conditions, products, and yield From a dataset of the Open Reaction Database (ORD), a public repository of structured organic reaction records. Starting materials: ClC1=C(C(=NC=C1)N)I (4-chloro-3-iodopyridin-2-amine), CN1CCCC1=O (NMP). The reagents and catalysts are [C-]#N.[C-]#N.[Zn+2] (Zn(CN)2), C=1C=CC(=CC1)[P](C=2C=CC=CC2)(C=3C=CC=CC3)[Pd]([P](C=4C=CC=CC4)(C=5C=CC=CC5)C=6C=CC=CC6)([P](C=7C=CC=CC7)(C=8C=CC=CC8)C=9C=CC=CC9)[P](C=1C=CC=CC1)(C=1C=CC=CC1)C=1C=CC=CC1 (Pd(PPh3)4). Procedure: To a solution 4-chloro-3-iodopyridin-2-amine (200 mg, 0.79 mmol), Zn(CN)2 (46 mg, 0.39 mmol) in NMP (3 mL) was added Pd(PPh3)4 (136 mg, 0.12 mmol). The resulting mixture was allowed to stir at 95° C. under N2 for overnight. The reaction mixture was purified by column chromatography to afford the title compound as a white solid. LC/MS m/z=153.2 [M+H]+ Reaction SMILES: [Cl:1][C:2]1[CH:7]=[CH:6][N:5]=[C:4]([NH2:8])[C:3]=1I.[CH3:10][N:11]1C(=O)CCC1>[C-]#N.[C-]#N.[Zn+2].C1C=CC([P]([Pd]([P](C2C=CC=CC=2)(C2C=CC=CC=2)C2C=CC=CC=2)([P](C2C=CC=CC=2)(C2C=CC=CC=2)C2C=CC=CC=2)[P](C2C=CC=CC=2)(C2C=CC=CC=2)C2C=CC=CC=2)(C2C=CC=CC=2)C2C=CC=CC=2)=CC=1>[NH2:8][C:4]1[N:5]=[CH:6][CH:7]=[C:2]([Cl:1])[C:3]=1[C:10]#[N:11] |f:2.3.4,^1:25,27,46,65|. Run at temperature 95 celsius, time 8 hour. The product is NC1=C(C#N)C(=CC=N1)Cl (2-Amino-4-chloronicotinonitrile). The reactants are C(CC(C)C)(=O)Cl (isovaleryl chloride), N1=CC=CC=C1 (pyridine), C(C1=CC=CC=C1)N1C(=O)N(C(=O)CC1=O)CC1=CC=CC=C1 (1,3-dibenzyl barbituric acid). Solvent: ClCCl (dichloromethane), ClCCl (dichloromethane), ClCCl (dichloromethane). Conditions: temperature 0 celsius. Product: C(C1=CC=CC=C1)N1C(=O)N(C(=O)C(C1=O)C(CC(C)C)=O)CC1=CC=CC=C1 (1,3-dibenzyl-5-(3-methyl-1-oxobutyl)barbituric acid). Yield: 88.8%. Reaction SMILES: [CH2:1]([N:8]1[C:15](=[O:16])[CH2:14][C:12](=[O:13])[N:11]([CH2:17][C:18]2[CH:23]=[CH:22][CH:21]=[CH:20][CH:19]=2)[C:9]1=[O:10])[C:2]1[CH:7]=[CH:6][CH:5]=[CH:4][CH:3]=1.N1C=CC=CC=1.[C:30](Cl)(=[O:35])[CH2:31][CH:32]([CH3:34])[CH3:33]>ClCCl>[CH2:1]([N:8]1[C:15](=[O:16])[CH:14]([C:30](=[O:35])[CH2:31][CH:32]([CH3:34])[CH3:33])[C:12](=[O:13])[N:11]([CH2:17][C:18]2[CH:23]=[CH:22][CH:21]=[CH:20][CH:19]=2)[C:9]1=[O:10])[C:2]1[CH:3]=[CH:4][CH:5]=[CH:6][CH:7]=1. Procedure: To a solution of 1,3-dibenzyl barbituric acid 265 mg (0.859 mmol) in dry dichloromethane 2.0 mL under a nitrogen atmosphere, added was pyridine 1.0 mL (12 mmol) and stirred at 0° C. Added was isovaleryl chloride 104 mg (0.858 mmol, 1.00 equivalent) in dichloromethane 1.0 mL to the solution slowly during a period of 20 minutes, then stirred at room temperature for 3 hours. Added was dichloromethane 50 mL and washed the organic layer with 2 M hydrochloric acid and saturated brine, and dried over s... Reactants: CCO, Nc1cccc(Cl)c1, N#Cc1cnc2ccc([N+](=O)[O-])cc2c1Cl. Yields the product N#Cc1cnc2ccc([N+](=O)[O-])cc2c1Nc1cccc(Cl)c1. As a reaction SMILES: [CH3:25][CH2:26][OH:27].[Cl:17][c:18]1[cH:19][c:20]([NH2:21])[cH:22][cH:23][cH:24]1.[Cl:1][c:2]1[c:3]([C:15]#[N:16])[cH:4][n:5][c:6]2[cH:7][cH:8][c:9]([N+:12](=[O:13])[O-:14])[cH:10][c:11]12>>[c:2]1([NH:21][c:20]2[cH:19][c:18]([Cl:17])[cH:24][cH:23][cH:22]2)[c:3]([C:15]#[N:16])[cH:4][n:5][c:6]2[cH:7][cH:8][c:9]([N+:12](=[O:13])[O-:14])[cH:10][c:11]12.